This data is from the Open Reaction Database (ORD), a public repository of structured organic reaction records. The task is: describe an organic reaction: reactants, conditions, products, and yield Yields the product CC(C)(CF)C(=O)N(CC=Cc1cnc2c(c1)CC1(C2)C(=O)Nc2ncccc21)C1CCc2ccccc21. Reactants: CC(C)(C)OC(=O)N1C(=O)C2(Cc3cc(C=CCN(C(=O)C(C)(C)CF)C4CCc5ccccc54)cnc3C2)c2cccnc21, Cl, [Na+], CN(C)C=O, [OH-]. As a reaction SMILES: [CH:1]1([N:10]([CH2:11][CH:12]=[CH:13][c:14]2[cH:15][c:16]3[c:17]([n:18][cH:19]2)[CH2:20][C:21]2([CH2:22]3)[C:23](=[O:38])[N:24]([C:31]([O:32][C:33]([CH3:34])([CH3:35])[CH3:36])=[O:37])[c:25]3[n:26][cH:27][cH:28][cH:29][c:30]32)[C:39]([C:40]([CH2:41][F:42])([CH3:43])[CH3:44])=[O:45])[CH2:2][CH2:3][c:4]2[cH:5][cH:6][cH:7][cH:8][c:9]21.[ClH:46].[Na+:48].[O:49]=[CH:50][N:51]([CH3:52])[CH3:53].[OH-:47]>>[CH:1]1([N:10]([CH2:11][CH:12]=[CH:13][c:14]2[cH:15][c:16]3[c:17]([n:18][cH:19]2)[CH2:20][C:21]2([CH2:22]3)[C:23](=[O:38])[NH:24][c:25]3[n:26][cH:27][cH:28][cH:29][c:30]32)[C:39]([C:40]([CH2:41][F:42])([CH3:43])[CH3:44])=[O:45])[CH2:2][CH2:3][c:4]2[cH:5][cH:6][cH:7][cH:8][c:9]21. Reactants: BrC=1C=NC=NC1 (5-bromopyrimidine), C(CCCC#C)O (5-hexynol), C1(CCCCC1)NC1CCCCC1 (dicyclohexylamine). The reagents and catalysts are [Cu]I (copper (I) iodide). The solvent is C(C)#N (acetonitrile). Reaction conditions: time 10 minute. The product is N1=CN=CC(=C1)C#CCCCCO (6-(5-Pyrimidinyl)-5-hexynol). Isolated yield 86.5%. Reaction SMILES: Br[C:2]1[CH:3]=[N:4][CH:5]=[N:6][CH:7]=1.[CH2:8]([OH:14])[CH2:9][CH2:10][CH2:11][C:12]#[CH:13].C1(NC2CCCCC2)CCCCC1>[Cu]I.C(#N)C>[N:4]1[CH:3]=[C:2]([C:13]#[C:12][CH2:11][CH2:10][CH2:9][CH2:8][OH:14])[CH:7]=[N:6][CH:5]=1. Procedure: A mixture of 5-bromopyrimidine (3.96 g), 5-hexynol (2.44 g), dicyclohexylamine (4 g) and acetonitrile (50 ml) was de-oxygenated by bubbline nitrogen through the solution for 10 min. BTPC (150 mg) and copper (I) iodide (25 mg) were added and the mixture was heated to 60°-70° under nitrogen for 1 h, cooled and evaporated in vacuo. Ether (175 ml) was added, the mixture filtered and evaporated in vacuo and the residue purified by FCC. Elution with ether followed by System C (19:1-92:8) gave the titl... Starting materials: FC1=CC=C(C(=C1F)NC1=C(C=C(C=C1)I)F)N (5,6-difluoro-N1-(2-fluoro-4-iodophenyl)benzene-1,2-diamine), CC1=CC=C(S1)S(=O)(=O)Cl (5-methylthiophene-2-sulfonyl chloride). Product: FC=1C(=C(C=CC1F)NS(=O)(=O)C=1SC(=CC1)C)NC1=C(C=C(C=C1)I)F (N-(3,4-difluoro-2-(2-fluoro-4-iodophenylamino)phenyl)-5-methylthiophene-2-sulfonamide). RXN SMILES: [F:1][C:2]1[C:7]([F:8])=[C:6]([NH:9][C:10]2[CH:15]=[CH:14][C:13]([I:16])=[CH:12][C:11]=2[F:17])[C:5]([NH2:18])=[CH:4][CH:3]=1.[CH3:19][C:20]1[S:24][C:23]([S:25](Cl)(=[O:27])=[O:26])=[CH:22][CH:21]=1>>[F:8][C:7]1[C:6]([NH:9][C:10]2[CH:15]=[CH:14][C:13]([I:16])=[CH:12][C:11]=2[F:17])=[C:5]([NH:18][S:25]([C:23]2[S:24][C:20]([CH3:19])=[CH:21][CH:22]=2)(=[O:27])=[O:26])[CH:4]=[CH:3][C:2]=1[F:1]. Reported procedure: According to the general procedure B, 5,6-difluoro-N1-(2-fluoro-4-iodophenyl)benzene-1,2-diamine was reacted with 5-methylthiophene-2-sulfonyl chloride to obtain the title compound. 1H NMR (300 MHz, CDCl3): δ 7.34 (dd, J=0.9 & 10.2 Hz, 1H), 7.30 (ddd, J=2.1, 4.8 & 9.0 Hz, 1H), 7.25 (d, J=3.9 Hz, 1H), 7.07 (m, 2H), 6.65 (dd, J=1.2 & 3.9 Hz, 1H), 5.89 (dt, J=2.4, 8.7 & 17.4 Hz, 1H), 5.54 (br s, D2O exchangeable, 1H), 2.46 (s, 3H). The reactants are O=C(NCC1=NC=CC=C1)C(F)(F)F. The reagents and catalysts are O=S(=O)([O-])CC=1C=NC(=CC1)C2=NC=C(C=C2)C.CCCC[N+](CCCC)(CCCC)CCCC, O1B(OC(C)(C)C1(C)C)B2OC(C)(C)C(O2)(C)C, C[OH2+].C[OH2+].C1CC=CCCC=C1.C1CC=CCCC=C1.[Ir].[Ir]. Run in O1CCCC1. Reaction conditions: temperature 35 celsius, time 20 hour. Product: O=C(NCC1=NC=CC(=C1)B2OC(C)(C)C(O2)(C)C)C(F)(F)F, O=C(NCC1=NC=C(C=C1)B2OC(C)(C)C(O2)(C)C)C(F)(F)F. The yield is 8.0%. Procedure: Following general procedure F using 2,2,2‐trifluoro‐N‐(pyridin‐2‐ylmethyl)acetamide (51.0 mg, 0.25 mmol), B2pin2 (95 mg, 0.375 mmol), [Ir(COD)OMe]2 (2.5 mg, 0.00375 mmol) and 1a (3.8 mg, 0.0075 mmol) in THF (1.25 mL). The reaction was stirred at 35 °C for 20 hours before cooling and the solvents removed. Analysis of crude 1 H NMR using internal standard 1,2‐dimethoxyethane showed 8.0:1:1 C4:C5‐borylation:SM in 69% yield. The crude product was unable to be purified by silica gel chromatography, h... Starting materials: I(=O)(=O)(=O)[O-].[Na+] (sodium periodate), C(C=C)C1(C(N(C2=C(N(C1=O)CC(=O)N(C1=CC=CC=C1)C(C)C)C=CC=C2)C2=CC=CC=C2)=O)C (2-(3-Allyl-3-methyl-2,4-dioxo-5-phenyl-2,3,4,5-tetrahydro-benzo[b][1,4]diazepin-1-yl)-N-isopropyl-N-phenyl acetamide), Intermediate 6, solution, CCOC(=O)C (EtOAc). The reagents and catalysts are [Os](=O)(=O)(=O)=O (osmium tetraoxide). Run in O1CCOCC1 (1,4-dioxane), O (H2O), O (H2O). Run at time 1 minute. The product is C(C)(C)N(C(CN1C2=C(N(C(C(C1=O)(CC=O)C)=O)C1=CC=CC=C1)C=CC=C2)=O)C2=CC=CC=C2 (N-Isopropyl-2-[3-methyl-2,4-dioxo-3-(2-oxoethyl)-5-phenyl-2,3,4,5-tetrahydro-benzo[b][1,4]diazepin-1-yl]-N-phenyl acetamide). The yield is 69.4%. RXN SMILES: [CH2:1]([C:4]1([CH3:36])[C:10](=[O:11])[N:9]([CH2:12][C:13]([N:15]([CH:22]([CH3:24])[CH3:23])[C:16]2[CH:21]=[CH:20][CH:19]=[CH:18][CH:17]=2)=[O:14])[C:8]2[CH:25]=[CH:26][CH:27]=[CH:28][C:7]=2[N:6]([C:29]2[CH:34]=[CH:33][CH:32]=[CH:31][CH:30]=2)[C:5]1=[O:35])[CH:2]=C.I([O-])(=O)(=O)=[O:38].[Na+].CCOC(C)=O>O1CCOCC1.O.[Os](=O)(=O)(=O)=O>[CH:22]([N:15]([C:16]1[CH:21]=[CH:20][CH:19]=[CH:18][CH:17]=1)[C:13](=[O:14])[CH2:12][N:9]1[C:10](=[O:11])[C:4]([CH3:36])([CH2:1][CH:2]=[O:38])[C:5](=[O:35])[N:6]([C:29]2[CH:34]=[CH:33][CH:32]=[CH:31][CH:30]=2)[C:7]2[CH:28]=[CH:27][CH:26]=[CH:25][C:8]1=2)([CH3:23])[CH3:24] |f:1.2|. Reported procedure: To a stirring solution of 200 mg (0.42 mmol) of 2-(3-Allyl-3-methyl-2,4-dioxo-5-phenyl-2,3,4,5-tetrahydro-benzo[b][1,4]diazepin-1-yl)-N-isopropyl-N-phenyl acetamide, prepared as in Intermediate 6, in 10 mL of 1,4-dioxane and 3 mL of H2O is added 0.5 mL of a 4% solution of osmium tetraoxide in H2O. The resulting solution is stirred 1 min, then 220 mg (1.03 mmol, 2.5 equiv) of sodium periodate is added. The reaction mixture is stirred 3 h at RT then poured into 25 mL of EtOAc and extracted with H2... Reactants: C1COCC=2C=C(C=C3[C@H]4[C@@H](N1C23)CCNC4)NC4=C(C=C(C=C4)C)C(C)=O (1-{2-[(7bR,11aS)-1,2,7b,8,9,10,11,11a-octahydro-4H-[1,4]oxazepino[6,5,4-hi]pyrido[4,3-b]indol-6-ylamino]-5-methylphenyl}ethanone), [BH4-].[Na+] (sodium borohydride). Run in C(C)(=O)OCC (ethyl acetate), CO (methanol). Product: C1COCC=2C=C(C=C3[C@H]4[C@@H](N1C23)CCNC4)NC4=C(C=C(C=C4)C)C(C)O (1-{2-[(7bR,11aS)-1,2,7b,8,9,10,11,11a-octahydro-4H-[1,4]oxazepino[6,5,4-hi]pyrido[4,3-b]indol-6-ylamino]-5-methylphenyl)ethanol). RXN SMILES: [CH2:1]1[N:12]2[C:13]3[C:9]([C@@H:10]4[CH2:17][NH:16][CH2:15][CH2:14][C@@H:11]42)=[CH:8][C:7]([NH:18][C:19]2[CH:24]=[CH:23][C:22]([CH3:25])=[CH:21][C:20]=2[C:26](=[O:28])[CH3:27])=[CH:6][C:5]=3[CH2:4][O:3][CH2:2]1.[BH4-].[Na+]>CO.C(OCC)(=O)C>[CH2:1]1[N:12]2[C:13]3[C:9]([C@@H:10]4[CH2:17][NH:16][CH2:15][CH2:14][C@@H:11]42)=[CH:8][C:7]([NH:18][C:19]2[CH:24]=[CH:23][C:22]([CH3:25])=[CH:21][C:20]=2[CH:26]([OH:28])[CH3:27])=[CH:6][C:5]=3[CH2:4][O:3][CH2:2]1 |f:1.2|. Reported procedure: To a solution of 1-{2-[(7bR,11aS)-1,2,7b,8,9,10,11,11a-octahydro-4H-[1,4]oxazepino[6,5,4-hi]pyrido[4,3-b]indol-6-ylamino]-5-methylphenyl} ethanone from EXAMPLE 116 (20 mg, 0.05 mmol) in 5 ml methanol at 0° C. was added sodium borohydride (5.5 mg, 0.15 mmol). The solution was stirred with warming to room temperature for 2 h. The reaction was diluted with ethyl acetate, washed with water and brine, dried (MgSO4) and concentrated. The residue was purified by preparative HPLC (C18 reverse phase colu... The reactants are COC(C1=CN=C(C=C1)C(=O)N1CCN(CC1)C1=NC=CC=C1NCC)=O (6-[1-[3-(Ethylamino)-2-pyridyl]piperazin-4-yl-carbonyl]nicotinic acid methyl ester), O (water), Cl (hydrochloric acid), C(C)(C)O (isopropanol). Solvent: CO (methanol), [OH-].[Na+] (sodium hydroxide). Run at temperature 20 celsius, time 2 hour. The product is C(C)NC=1C(=NC=CC1)N1CCN(CC1)C(=O)C1=NC=C(C(=O)O)C=C1 (6-[1-[3-(ethylamino)-2-pyridyl]piperazin-4-yl-carbonyl]nicotinic acid). The yield is 86.0%. As a reaction SMILES: C[O:2][C:3](=[O:27])[C:4]1[CH:9]=[CH:8][C:7]([C:10]([N:12]2[CH2:17][CH2:16][N:15]([C:18]3[C:23]([NH:24][CH2:25][CH3:26])=[CH:22][CH:21]=[CH:20][N:19]=3)[CH2:14][CH2:13]2)=[O:11])=[N:6][CH:5]=1.Cl.C(O)(C)C.O>CO.[OH-].[Na+]>[CH2:25]([NH:24][C:23]1[C:18]([N:15]2[CH2:14][CH2:13][N:12]([C:10]([C:7]3[CH:8]=[CH:9][C:4]([C:3]([OH:27])=[O:2])=[CH:5][N:6]=3)=[O:11])[CH2:17][CH2:16]2)=[N:19][CH:20]=[CH:21][CH:22]=1)[CH3:26] |f:5.6|. Procedure: 6-[1-[3-(Ethylamino)-2-pyridyl]piperazin-4-yl-carbonyl]nicotinic acid methyl ester (3 g) was dissolved in methanol (18 ml) and with the addition of aqueous 1N-sodium hydroxide (18 ml), the mixture was hydrolyzed at 30° C. for 2 hours. 3N-hydrochloric acid was slowly added to the mixture for neutralization (pH=5˜6), followed by the addition of isopropanol (25 ml) and the slow addition of excess of water to precipitate. After 2-hours stirring at 20° C., the precipitate was filtered, washed with wa...